This data is from the Open Reaction Database (ORD), a public repository of structured organic reaction records. The task is: describe an organic reaction: reactants, conditions, products, and yield The reactants are CC(Cl)c1cccnc1, OC(C%24=NC=CO%24)C%25=CC=CC=C%25. The reagents and catalysts are O=C([O-])[O-].[Cs+].[Cs+] (cesium carbonate), [I-].[K+] (potassium iodide). The solvent is CN(C)C=O (DMF), CN(C)C=O (dmf), CN(C)C=O (DMF). Conditions: temperature 70 celsius, time 16 hour. Yields the product CC(C%35=CC=CN=C%35)OC(C%36=NC=CO%36)C%37=CC=CC=C%37. Starting materials: CO, ClC(Cl)Cl, O=C1NCN(c2ccccc2)C12CCNCC2, c1ccccc1, O=C(c1cccs1)N1CC1. The product is O=C(NCCN1CCC2(CC1)C(=O)NCN2c1ccccc1)c1cccs1. Reaction SMILES: [CH3:28][OH:29].[Cl:36][CH:37]([Cl:38])[Cl:39].[c:11]1([N:17]2[CH2:18][NH:19][C:20](=[O:27])[C:21]23[CH2:22][CH2:23][NH:24][CH2:25][CH2:26]3)[cH:12][cH:13][cH:14][cH:15][cH:16]1.[cH:30]1[cH:31][cH:32][cH:33][cH:34][cH:35]1.[s:1]1[c:2]([C:6](=[O:7])[N:8]2[CH2:9][CH2:10]2)[cH:3][cH:4][cH:5]1>>[s:1]1[c:2]([C:6](=[O:7])[NH:8][CH2:10][CH2:9][N:24]2[CH2:23][CH2:22][C:21]3([N:17]([c:11]4[cH:12][cH:13][cH:14][cH:15][cH:16]4)[CH2:18][NH:19][C:20]3=[O:27])[CH2:26][CH2:25]2)[cH:3][cH:4][cH:5]1. Reactants: C(CCCCCCC)O (octanol), C(CCC)[Li] (n-butyllithium), BrC1=C(CBr)C=CC=C1 (2-bromobenzyl bromide). The solvent is O1CCCC1.C(=O)N(C)C.CCCCCC (tetrahydrofuran hexane dimethyl formamide). Product: C(CCCCCCC)OCC1=C(C=CC=C1)Br (2(octyloxy)methylbromobenzene). As a reaction SMILES: [CH2:1]([OH:9])[CH2:2][CH2:3][CH2:4][CH2:5][CH2:6][CH2:7][CH3:8].C([Li])CCC.[Br:15][C:16]1[CH:23]=[CH:22][CH:21]=[CH:20][C:17]=1[CH2:18]Br>O1CCCC1.C(N(C)C)=O.CCCCCC>[CH2:1]([O:9][CH2:18][C:17]1[CH:20]=[CH:21][CH:22]=[CH:23][C:16]=1[Br:15])[CH2:2][CH2:3][CH2:4][CH2:5][CH2:6][CH2:7][CH3:8] |f:3.4.5|. Procedure: prepared from octanol and n-butyllithium, in a mixture of tetrahydrofuran/hexane dimethyl formamide was condensed with 2-bromobenzyl bromide to yield 2(octyloxy)methylbromobenzene. This material was treated with n-butyllithium in ether/hexane mixture and subsequently treated with paraformaldehyde to yield 2-(octyloxy)methylbenzyl alcohol. This material was then treated with triphenyl phosphonine bromide to yield [2-[(octyloxy)-methyl]phenyl]methyl]triphenyl phosphonium bromide. Condensation of t... The reactants are ClC(=O)N1[C@H](CN(C[C@H]1C)C(=O)OC(C)(C)C)C (cis 1-chlorocarbonyl-2,6-dimethyl-4-tert-butoxycarbonylpiperazine), FC1=C(CO)C=C(C=C1)OC (2-fluoro-5-methoxybenzyl alcohol). Product: Cl.C[C@@H]1N([C@@H](CNC1)C)C(=O)OCC1=C(C=CC(=C1)OC)F (2-Fluoro-5-methoxybenzyl cis-2,6-dimethylpiperazine-1-carboxylate hydrochloride), product. Yield: 82.0%. Reaction SMILES: [Cl:1][C:2]([N:4]1[C@H:9]([CH3:10])[CH2:8][N:7](C(OC(C)(C)C)=O)[CH2:6][C@@H:5]1[CH3:18])=[O:3].[F:19][C:20]1[CH:27]=[CH:26][C:25]([O:28][CH3:29])=[CH:24][C:21]=1[CH2:22][OH:23]>>[ClH:1].[CH3:18][C@H:5]1[CH2:6][NH:7][CH2:8][C@@H:9]([CH3:10])[N:4]1[C:2]([O:23][CH2:22][C:21]1[CH:24]=[C:25]([O:28][CH3:29])[CH:26]=[CH:27][C:20]=1[F:19])=[O:3] |f:2.3|. Procedure: 2-Fluoro-5-methoxybenzyl cis-2,6-dimethylpiperazine-1-carboxylate hydrochloride was prepared from cis 1-chlorocarbonyl-2,6-dimethyl-4-tert-butoxycarbonylpiperazine and 2-fluoro-5-methoxybenzyl alcohol according to the methods described for Examples 54 to give the product as white crystals (0.2714 g, 82% overall); (Found: C, 53.95; H, 6.7; N, 8.3%. C15H21FN2O3.HCl requires C, 54.1; H, 6.7; N, 8.4%); δH (400 MHz, DMSO-d6) 9.84 (2H, br), 7.16 (1H, t, J 9.2 Hz), 6.99 (1H, m), 6.94 (1H, m), 5.13 (2H,... Reactants: C(CCC)C=1C(OC2=CC(=CC(=C2C1O)O)O)=O (3-butyl-4,5,7-trihydroxy-coumarin), O1CCN(CC1)CCCl (2-morpholino-1-chlorethane). Run in C(C)O (ethanol). The product is C(CCC)C=1C(OC2=CC(=CC(=C2C1OCCN1CCOCC1)OCCN1CCOCC1)OCCN1CCOCC1)=O (3-Butyl-4,5,7-tri(2'-morpholinoethoxy)-coumarin). The yield is 45.0%. RXN SMILES: [CH2:1]([C:5]1[C:6](=[O:18])[O:7][C:8]2[C:13]([C:14]=1[OH:15])=[C:12]([OH:16])[CH:11]=[C:10]([OH:17])[CH:9]=2)[CH2:2][CH2:3][CH3:4].[O:19]1[CH2:24][CH2:23][N:22]([CH2:25][CH2:26]Cl)[CH2:21][CH2:20]1>C(O)C>[CH2:1]([C:5]1[C:6](=[O:18])[O:7][C:8]2[C:13]([C:14]=1[O:15][CH2:26][CH2:25][N:22]1[CH2:23][CH2:24][O:19][CH2:20][CH2:21]1)=[C:12]([O:16][CH2:26][CH2:25][N:22]1[CH2:23][CH2:24][O:19][CH2:20][CH2:21]1)[CH:11]=[C:10]([O:17][CH2:26][CH2:25][N:22]1[CH2:23][CH2:24][O:19][CH2:20][CH2:21]1)[CH:9]=2)[CH2:2][CH2:3][CH3:4]. Procedure: 7.5 g. (0.03 mol) of 3-butyl-4,5,7-trihydroxy-coumarin are treated with 17.5 g. (0.117 mol) of 2-morpholino-1-chlorethane, as in Example 1. A beige-coloured solid is obtained. M.P. 131° C. (ethanol). Weight 7.7 g.; yield 45% (theoretical yield 17.7 g.). Starting materials: Cc1cc(C)[nH]n1, Ic1ccccc1, CN(C)C=O. The product is Cc1cc(C)n(-c2ccccc2)n1. Reaction SMILES: [CH3:8][c:9]1[n:10][nH:11][c:12]([CH3:14])[cH:13]1.[I:1][c:2]1[cH:3][cH:4][cH:5][cH:6][cH:7]1.[O:15]=[CH:16][N:17]([CH3:18])[CH3:19]>>[c:2]1(-[n:11]2[n:10][c:9]([CH3:8])[cH:13][c:12]2[CH3:14])[cH:3][cH:4][cH:5][cH:6][cH:7]1. Starting materials: COC(=O)C1CN(C(=O)c2ccccc2)CCC1=O, CCO, CCOC(=O)CS. Product: CCOC(=O)CSC1=C(C(=O)OC)CN(C(=O)c2ccccc2)CC1. As a reaction SMILES: [C:1]([c:2]1[cH:3][cH:4][cH:5][cH:6][cH:7]1)(=[O:8])[N:9]1[CH2:10][CH:11]([C:16](=[O:17])[O:18][CH3:19])[C:12](=[O:15])[CH2:13][CH2:14]1.[CH3:27][CH2:28][OH:29].[SH:20][CH2:21][C:22](=[O:23])[O:24][CH2:25][CH3:26]>>[C:1]([c:2]1[cH:3][cH:4][cH:5][cH:6][cH:7]1)(=[O:8])[N:9]1[CH2:10][C:11]([C:16](=[O:17])[O:18][CH3:19])=[C:12]([S:20][CH2:21][C:22](=[O:23])[O:24][CH2:25][CH3:26])[CH2:13][CH2:14]1. Starting materials: crude product, FC1(C(C=C(C=C1)F)OCCCCCC)B(O)O (1,4-difluoro-2-hexyloxybenzene-1-boronic acid), O (water), OO (hydrogen peroxide). The solvent is C1(=CC=CC=C1)C (toluene), C1(=CC=CC=C1)C (toluene). Conditions: time 45 minute. Product: FC=1C(=C(C(=CC1)F)O)OCCCCCC (3,6-difluoro-2-hexyloxyphenol). Isolated yield 87.0%. Reaction SMILES: [F:1][C:2]1(B(O)O)[CH:7]=[CH:6][C:5]([F:8])=[CH:4][CH:3]1[O:9][CH2:10][CH2:11][CH2:12][CH2:13][CH2:14][CH3:15].[OH:19]O.O>C1(C)C=CC=CC=1>[F:1][C:2]1[C:3]([O:9][CH2:10][CH2:11][CH2:12][CH2:13][CH2:14][CH3:15])=[C:4]([OH:19])[C:5]([F:8])=[CH:6][CH:7]=1. Procedure: White crystals of 1,4-difluoro-2-hexyloxybenzene-1-boronic acid (48 g) were dissolved in warm toluene (150 ml) and hydrogen peroxide (43 ml, 30%) was added drop-wise. Heating was continued for 45 min at 100° C. Once the solution had cooled to room temperature water was added (50 ml) and the layers were separated. The toluene layer was washed with ferrous ammonium sulphate (10%, 2×50 ml) and water (2×50 ml). The combined organic extracts were dried with magnesium sulphate, filtered and the solven... The reactants are C1(=CC(=CC=C1)C(=O)OCC)C (ethyl m-toluate), BrN1C(CCC1=O)=O (N-bromosuccinimide). Run in C(Cl)(Cl)(Cl)Cl (CCl4). The product is Compound XIII, BrCC=1C=C(C(=O)OCC)C=CC1 (ethyl 3-bromomethylbenzoate). RXN SMILES: [C:1]1([CH3:12])[CH:6]=[CH:5][CH:4]=[C:3]([C:7]([O:9][CH2:10][CH3:11])=[O:8])[CH:2]=1.[Br:13]N1C(=O)CCC1=O>C(Cl)(Cl)(Cl)Cl>[Br:13][CH2:12][C:1]1[CH:2]=[C:3]([CH:4]=[CH:5][CH:6]=1)[C:7]([O:9][CH2:10][CH3:11])=[O:8]. Reported procedure: Compound XIII is prepared by the following series of reactions: (1) ethyl m-toluate is brominated with N-bromosuccinimide in CCl4 to give ethyl 3-bromomethylbenzoate; (2) the bromo compound is treated with sodio bis-tert-butyl malonate and the product heated in toluene with a catalystic amount of a strong acid (preferably p-toluene-sulfonic acid) to effect elimination and decarboxylation and afford m-ethoxycarbonylhydrocinnamic acid; (3) the latter compound is made to react with thionyl chloride... Starting materials: CS(C)=O, ClCCBr, [H-], [Na+], O, N#CCc1ccco1. The product is N#CC1(c2ccco2)CC1. As a reaction SMILES: [CH3:15][S:16](=[O:17])[CH3:18].[Cl:9][CH2:10][CH2:11][Br:12].[H-:13].[Na+:14].[OH2:19].[o:1]1[c:2]([CH2:6][C:7]#[N:8])[cH:3][cH:4][cH:5]1>>[o:1]1[c:2]([C:6]2([C:7]#[N:8])[CH2:10][CH2:11]2)[cH:3][cH:4][cH:5]1.